Dataset: the Open Reaction Database (ORD), a public repository of structured organic reaction records. Task: describe an organic reaction: reactants, conditions, products, and yield Reactants: C(C)S(=O)(=O)N1CCC(CC1)C1=CNC2=C(C=C(C=C12)C1=CC(=CC=C1)C=O)C(=O)N (3-[1-(ethylsulfonyl)-4-piperidinyl]-5-(3-formylphenyl)-1H-indole-7-carboxamide), CNCCS(=O)(=O)C (N-methyl-2-(methylsulfonyl)ethanamine), [BH-](OC(=O)C)(OC(=O)C)OC(=O)C.[Na+] (NaBH(OAc)3). The product is C(C)S(=O)(=O)N1CCC(CC1)C1=CNC2=C(C=C(C=C12)C1=CC(=CC=C1)CN(CCS(=O)(=O)C)C)C(=O)N (3-[1-(ethylsulfonyl)-4-piperidinyl]-5-[3-({methyl[2-(methylsulfonyl)ethyl]amino}methyl)phenyl]-1H-indole-7-carboxamide). Isolated yield 31.0%. As a reaction SMILES: [CH2:1]([S:3]([N:6]1[CH2:11][CH2:10][CH:9]([C:12]2[C:20]3[C:15](=[C:16]([C:29]([NH2:31])=[O:30])[CH:17]=[C:18]([C:21]4[CH:26]=[CH:25][CH:24]=[C:23]([CH:27]=O)[CH:22]=4)[CH:19]=3)[NH:14][CH:13]=2)[CH2:8][CH2:7]1)(=[O:5])=[O:4])[CH3:2].[CH3:32][NH:33][CH2:34][CH2:35][S:36]([CH3:39])(=[O:38])=[O:37].[BH-](OC(C)=O)(OC(C)=O)OC(C)=O.[Na+]>>[CH2:1]([S:3]([N:6]1[CH2:11][CH2:10][CH:9]([C:12]2[C:20]3[C:15](=[C:16]([C:29]([NH2:31])=[O:30])[CH:17]=[C:18]([C:21]4[CH:26]=[CH:25][CH:24]=[C:23]([CH2:27][N:33]([CH3:32])[CH2:34][CH2:35][S:36]([CH3:39])(=[O:38])=[O:37])[CH:22]=4)[CH:19]=3)[NH:14][CH:13]=2)[CH2:8][CH2:7]1)(=[O:4])=[O:5])[CH3:2] |f:2.3|. Procedure details: Following the general procedure of example 1, 3-[1-(ethylsulfonyl)-4-piperidinyl]-5-(3-formylphenyl)-1H-indole-7-carboxamide (42.0 mg, 0.096 mmol), N-methyl-2-(methylsulfonyl)ethanamine (12.0 mg, 0.087 mmol) and NaBH(OAc)3 (58.0 mg, 0.261 mmol) were reacted to give the title compound (15.1 mg, 28.0%). Starting materials: CN(CCOC=1C=C(N)C=CC1I)C (3-(2-dimethylaminoethoxy)-4-iodoaniline), ClC1=CC2=C(SC(=C2C)S(=O)(=O)Cl)C=C1 (5-chloro-3-methylbenzo[b]thiophene-2-sulfonyl chloride). Yields the product CN(CCOC=1C=C(C=CC1I)NS(=O)(=O)C1=C(C2=C(S1)C=CC(=C2)Cl)C)C (5-Chloro-3-methylbenzo[b]thiophene-2-sulfonic acid[3-(2-dimethylaminoethoxy)-4-iodophenyl]amide). RXN SMILES: [CH3:1][N:2]([CH3:14])[CH2:3][CH2:4][O:5][C:6]1[CH:7]=[C:8]([CH:10]=[CH:11][C:12]=1[I:13])[NH2:9].[Cl:15][C:16]1[CH:29]=[CH:28][C:19]2[S:20][C:21]([S:24](Cl)(=[O:26])=[O:25])=[C:22]([CH3:23])[C:18]=2[CH:17]=1>>[CH3:1][N:2]([CH3:14])[CH2:3][CH2:4][O:5][C:6]1[CH:7]=[C:8]([NH:9][S:24]([C:21]2[S:20][C:19]3[CH:28]=[CH:29][C:16]([Cl:15])=[CH:17][C:18]=3[C:22]=2[CH3:23])(=[O:26])=[O:25])[CH:10]=[CH:11][C:12]=1[I:13]. Procedure details: The title compound was prepared from 3-(2-dimethylaminoethoxy)-4-iodoaniline (WO95/15954, Description 50) (109 mg, 0.36 mmol) and 5-chloro-3-methylbenzo[b]thiophene-2-sulfonyl chloride (100 mg, 0.36 mmol) using the method of Example 1 (70 mg, 36%) MH+=551/553.